From a dataset of the Open Reaction Database (ORD), a public repository of structured organic reaction records. describe an organic reaction: reactants, conditions, products, and yield Reactants: N1C=CC=C1 (pyrrole), CC=1NC(=CC1)C (2,5-dimethyl pyrrole), C(C=1C(C=O)=CC=CC1)(=O)O (phthalaldehydic acid), C(C=1C(C=O)=CC=CC1)(=O)O (phthalaldehydic acid), pyrroles. The solvent is C1=CC=CC=C1 (benzene). Product: C1(=O)OC(C2=CC=CC=C12)C=1NC=CC1 (2-phthalidyl-pyrrole), C1(=O)OC(C2=CC=CC=C12)C1=CNC=C1 (3-phthalidylpyrrole). Reaction SMILES: [C:1]([OH:11])(=[O:10])[C:2]1[C:3](=[CH:6][CH:7]=[CH:8][CH:9]=1)[CH:4]=O.[NH:12]1[CH:16]=[CH:15][CH:14]=[CH:13]1.C[C:18]1[NH:19][C:20](C)=[CH:21][CH:22]=1>C1C=CC=CC=1>[C:1]1([C:2]2[C:3](=[CH:6][CH:7]=[CH:8][CH:9]=2)[CH:4]([C:13]2[NH:12][CH:16]=[CH:15][CH:14]=2)[O:11]1)=[O:10].[C:1]1([C:2]2[C:3](=[CH:6][CH:7]=[CH:8][CH:9]=2)[CH:4]([C:22]2[CH:21]=[CH:20][NH:19][CH:18]=2)[O:11]1)=[O:10]. Reported procedure: Rees et al. in further studies, ibid., pp. 687-91 (1965), reported that the condensation of phthalaldehydic acid could be extended to pyrroles and found that phthalaldehydic acid reacted with pyrrole and 2,5-dimethyl pyrrole in boiling benzene in the absence of an external catalyst to give high yields of 2-phthalidyl-pyrrole and 3-phthalidylpyrrole, respectively. In these reactions, it was observed that pyrrole tended to substitute in the 2-position when possible to yield the 2-phthalidyl deriva...